The task is: describe an organic reaction: reactants, conditions, products, and yield. This data is from the Open Reaction Database (ORD), a public repository of structured organic reaction records. Starting materials: [N+](=O)([O-])C1=C(C=C(C(=O)OC)C=C1)OCCCCCCCC (Methyl 4-nitro-3-octoxybenzoate), Pd--C. Run in CO (methanol). The product is NC1=C(C=C(C(=O)OC)C=C1)OCCCCCCCC (methyl 4-amino-3-octoxybenzoate). Isolated yield 97.2%. RXN SMILES: [N+:1]([C:4]1[CH:13]=[CH:12][C:7]([C:8]([O:10][CH3:11])=[O:9])=[CH:6][C:5]=1[O:14][CH2:15][CH2:16][CH2:17][CH2:18][CH2:19][CH2:20][CH2:21][CH3:22])([O-])=O>CO>[NH2:1][C:4]1[CH:13]=[CH:12][C:7]([C:8]([O:10][CH3:11])=[O:9])=[CH:6][C:5]=1[O:14][CH2:15][CH2:16][CH2:17][CH2:18][CH2:19][CH2:20][CH2:21][CH3:22]. Procedure details: Methyl 4-nitro-3-octoxybenzoate (8.7 g, 0.028 mol) was dissolved in 150 mL methanol to form a solution. It was stirred at room temperature in the presence of 10% Pd--C under H2 atmosphere for 29 hours. The reaction mixture was filtered through celite, concentrated to give the product methyl 4-amino-3-octoxybenzoate as an off-white solid (7.6 g, 96%). 1H NMR (300 MHz, CDCl3): 7.25 (d, J=2.1 Hz, 1H), MS calcd (C16H25NO3): 279.2; found: 279.0.